This data is from the Open Reaction Database (ORD), a public repository of structured organic reaction records. The task is: describe an organic reaction: reactants, conditions, products, and yield The reactants are CO, Cl, Cl, c1ccc(C2OCCO2)c(-c2cc3ccccc3s2)c1, C1CCOC1, O. The product is O=Cc1ccccc1-c1cc2ccccc2s1. RXN SMILES: [CH3:29][OH:30].[ClH:21].[ClH:23].[O:1]1[CH:2]([c:6]2[c:7](-[c:12]3[cH:13][c:14]4[c:15]([s:16]3)[cH:17][cH:18][cH:19][cH:20]4)[cH:8][cH:9][cH:10][cH:11]2)[O:5][CH2:4][CH2:3]1.[O:24]1[CH2:25][CH2:26][CH2:27][CH2:28]1.[OH2:22]>>[O:1]=[CH:2][c:6]1[c:7](-[c:12]2[cH:13][c:14]3[c:15]([s:16]2)[cH:17][cH:18][cH:19][cH:20]3)[cH:8][cH:9][cH:10][cH:11]1. The reactants are [BH4-], CC(=O)c1c(C=O)[nH]c(-c2ccncc2)c1C, CO, ClCCl, [Na+], O. Product: CC(=O)c1c(CO)[nH]c(-c2ccncc2)c1C. Reaction SMILES: [BH4-:18].[C:1]([CH3:2])(=[O:3])[c:4]1[c:5]([CH:16]=[O:17])[nH:6][c:7](-[c:10]2[cH:11][cH:12][n:13][cH:14][cH:15]2)[c:8]1[CH3:9].[CH3:24][OH:25].[Cl:21][CH2:22][Cl:23].[Na+:19].[OH2:20]>>[C:1]([CH3:2])(=[O:3])[c:4]1[c:5]([CH2:16][OH:17])[nH:6][c:7](-[c:10]2[cH:11][cH:12][n:13][cH:14][cH:15]2)[c:8]1[CH3:9]. Reactants: CCO, CCO, Cl, CCC(C)C(NC(=O)OC(C)(C)C)C(=O)ON=C(N)c1ccc(OCCCC2CCN(CCCOc3ccc(C(N)=O)cc3)CC2)cc1. The product is CCC(C)C(N)C(=O)ON=C(N)c1ccc(OCCCC2CCN(CCCOc3ccc(C(N)=O)cc3)CC2)cc1. RXN SMILES: [CH2:49]([OH:50])[CH3:51].[CH3:53][CH2:54][OH:55].[ClH:52].[NH2:1][C:2]([c:3]1[cH:4][cH:5][c:6]([O:7][CH2:8][CH2:9][CH2:10][CH:11]2[CH2:12][CH2:13][N:14]([CH2:17][CH2:18][CH2:19][O:20][c:21]3[cH:22][cH:23][c:24]([C:25](=[O:26])[NH2:27])[cH:28][cH:29]3)[CH2:15][CH2:16]2)[cH:30][cH:31]1)=[N:32][O:33][C:34]([CH:35]([CH:36]([CH2:37][CH3:38])[CH3:39])[NH:40][C:41]([O:42][C:43]([CH3:44])([CH3:45])[CH3:46])=[O:47])=[O:48]>>[NH2:1][C:2]([c:3]1[cH:4][cH:5][c:6]([O:7][CH2:8][CH2:9][CH2:10][CH:11]2[CH2:12][CH2:13][N:14]([CH2:17][CH2:18][CH2:19][O:20][c:21]3[cH:22][cH:23][c:24]([C:25](=[O:26])[NH2:27])[cH:28][cH:29]3)[CH2:15][CH2:16]2)[cH:30][cH:31]1)=[N:32][O:33][C:34]([CH:35]([CH:36]([CH2:37][CH3:38])[CH3:39])[NH2:40])=[O:48]. The reactants are FC1=CC=C(CN)C=C1 (4-fluorobenzylamine), ClC=1C2=C(N=C(N1)C1=NC=CC=C1)SC(=C2C)C (4-chloro-2-(pyridin-2-yl)-5,6-dimethyl-thieno-[2,3-d]-pyrimidine). The product is N1=C(C=CC=C1)C=1N=C(C2=C(N1)SC(=C2C)C)NCC2=CC=C(C=C2)F (2-(pyridin-2-yl)-4-(4-fluorobenzylamino)-5,6-dimethyl-thieno-[2,3-d]-pyrimidine). RXN SMILES: [F:1][C:2]1[CH:9]=[CH:8][C:5]([CH2:6][NH2:7])=[CH:4][CH:3]=1.Cl[C:11]1[C:12]2[C:25]([CH3:26])=[C:24]([CH3:27])[S:23][C:13]=2[N:14]=[C:15]([C:17]2[CH:22]=[CH:21][CH:20]=[CH:19][N:18]=2)[N:16]=1>>[N:18]1[CH:19]=[CH:20][CH:21]=[CH:22][C:17]=1[C:15]1[N:16]=[C:11]([NH:7][CH2:6][C:5]2[CH:8]=[CH:9][C:2]([F:1])=[CH:3][CH:4]=2)[C:12]2[C:25]([CH3:26])=[C:24]([CH3:27])[S:23][C:13]=2[N:14]=1. Procedure: With the procedure of Example 1, the reaction of 4-fluorobenzylamine with 4-chloro-2-(pyridin-2-yl)-5,6-dimethyl-thieno-[2,3-d]-pyrimidine yields 2-(pyridin-2-yl)-4-(4-fluorobenzylamino)-5,6-dimethyl-thieno-[2,3-d]-pyrimidine. The reactants are CN=C=O, CCN(C(C)C)C(C)C, ClCCl, C=CCOC(=O)C1=C(c2cccc(CO)c2)CC2C(C(C)O[Si](CC)(CC)CC)C(=O)N12. Product: C=CCOC(=O)C1=C(c2cccc(COC(=O)NC)c2)CC2C(C(C)O[Si](CC)(CC)CC)C(=O)N12. Reaction SMILES: [CH3:42][N:43]=[C:44]=[O:45].[CH:33]([N:34]([CH2:35][CH3:36])[CH:37]([CH3:38])[CH3:39])([CH3:40])[CH3:41].[Cl:46][CH2:47][Cl:48].[OH:1][CH2:2][c:3]1[cH:4][c:5]([C:9]2=[C:10]([C:27](=[O:28])[O:29][CH2:30][CH:31]=[CH2:32])[N:11]3[C:12](=[O:26])[CH:13]([CH:16]([CH3:17])[O:18][Si:19]([CH2:20][CH3:21])([CH2:22][CH3:23])[CH2:24][CH3:25])[CH:14]3[CH2:15]2)[cH:6][cH:7][cH:8]1>>[O:1]([CH2:2][c:3]1[cH:4][c:5]([C:9]2=[C:10]([C:27](=[O:28])[O:29][CH2:30][CH:31]=[CH2:32])[N:11]3[C:12](=[O:26])[CH:13]([CH:16]([CH3:17])[O:18][Si:19]([CH2:20][CH3:21])([CH2:22][CH3:23])[CH2:24][CH3:25])[CH:14]3[CH2:15]2)[cH:6][cH:7][cH:8]1)[C:44]([NH:43][CH3:42])=[O:45]. Starting materials: ClCCl (dichloromethane), BrBr (Bromine), FC(OC1=CC(=C(N)C=C1)[N+](=O)[O-])F (4-difluoromethoxy-2-nitroaniline), O.O.O.C(C)(=O)[O-].[Na+] (sodium acetate trihydrate). Solvent: C(Cl)(Cl)(Cl)Cl (carbon tetrachloride). Reaction conditions: time 30 minute. The product is BrC1=CC(=CC(=C1N)[N+](=O)[O-])OC(F)F (6-bromo-4-difluoromethoxy-2-nitroaniline). Reaction SMILES: [Br:1]Br.[F:3][CH:4]([F:16])[O:5][C:6]1[CH:12]=[CH:11][C:9]([NH2:10])=[C:8]([N+:13]([O-:15])=[O:14])[CH:7]=1.O.O.O.C([O-])(=O)C.[Na+].ClCCl>C(Cl)(Cl)(Cl)Cl>[Br:1][C:11]1[C:9]([NH2:10])=[C:8]([N+:13]([O-:15])=[O:14])[CH:7]=[C:6]([O:5][CH:4]([F:16])[F:3])[CH:12]=1 |f:2.3.4.5.6|. Procedure: Bromine (10 cm3) was added to a stirred suspension of 4-difluoromethoxy-2-nitroaniline (available as described for example in Example B5(b) of U.S. Pat. No. 4,686,230.) (26.6 g) and sodium acetate trihydrate (19.5 g) in carbon tetrachloride (250 mls). After stirring at ambient temperature for a period of 30 minutes, the reaction mixture was added to dichloromethane (350 mls) and washed with aqueous sodium metabisulphite solution, followed by aqueous sodium bicarbonate solution, and finally brine...